This data is from the Open Reaction Database (ORD), a public repository of structured organic reaction records. The task is: describe an organic reaction: reactants, conditions, products, and yield Reactants: O1C(=CC=C1)[C@H]([C@@H](COCC(C)(C)O)C)N(C(OC(C)(C)C)=O)C (tert-Butyl ((1S,2S)-1-(furan-2-yl)-3-(2-hydroxy-2-methylpropoxy)-2-methylpropyl)(methyl)carbamate), I(=O)(=O)(=O)[O-].[Na+] (sodium periodate). The reagents and catalysts are [Ru](Cl)(Cl)Cl (ruthenium chloride). Run in O.C(Cl)(Cl)(Cl)Cl.CC#N (water CCl4 MeCN). Conditions: time 45 minute. Yields the product C(C)(C)(C)OC(=O)N([C@H](C(=O)O)[C@@H](COCC(C)(C)O)C)C ((2S,3S)-2-((tert-butoxycarbonyl)(methyl)amino)-4-(2-hydroxy-2-methylpropoxy)-3-methylbutanoic acid). The yield is 89.5%. Reaction SMILES: [O:1]1C=CC=[C:2]1[C@@H:6]([N:16]([CH3:24])[C:17](=[O:23])[O:18][C:19]([CH3:22])([CH3:21])[CH3:20])[C@H:7]([CH3:15])[CH2:8][O:9][CH2:10][C:11]([OH:14])([CH3:13])[CH3:12].I([O-])(=O)(=O)=[O:26].[Na+]>O.C(Cl)(Cl)(Cl)Cl.CC#N.[Ru](Cl)(Cl)Cl>[C:19]([O:18][C:17]([N:16]([CH3:24])[C@@H:6]([C@H:7]([CH3:15])[CH2:8][O:9][CH2:10][C:11]([OH:14])([CH3:13])[CH3:12])[C:2]([OH:1])=[O:26])=[O:23])([CH3:22])([CH3:21])[CH3:20] |f:1.2,3.4.5|. Procedure details: To a solution of compound 2.7b (120.0 mg, 0.35 mmol) in water:CCl4:MeCN (3:2:3, 9.6 ml) at room temperature was added sodium periodate (451.0 mg, 2.1 mmol, 6.0 equiv) followed by ruthenium chloride (25.0 mg, 0.12 mmol, 0.34 equiv). After stirring for 45 minutes, the aqueous layer was extracted with ethyl acetate (3×5 ml). Combined organic layer was washed with saturated aqueous NaHSO3 (25 ml), brine, dried with anhydrous sodium sulfate, and concentrated in vacuo to give compound 2.7c (100.0 mg) ... Reaction SMILES: [N:1]1([CH2:6][C@@H:7]([O:14][C:15]2[CH:24]=[CH:23][C:22]3[C:21](=[O:25])[CH2:20][CH2:19][CH2:18][C:17]=3[C:16]=2[CH2:26][S:27][C:28]2[CH:36]=[CH:35][C:31]([C:32]([OH:34])=O)=[CH:30][CH:29]=2)[C:8]2[CH:13]=[CH:12][CH:11]=[CH:10][CH:9]=2)[CH:5]=[CH:4][N:3]=[CH:2]1.[CH:37]1([NH2:40])[CH2:39][CH2:38]1>>[CH:37]1([NH:40][C:32](=[O:34])[C:31]2[CH:30]=[CH:29][C:28]([S:27][CH2:26][C:16]3[C:17]4[CH2:18][CH2:19][CH2:20][C:21](=[O:25])[C:22]=4[CH:23]=[CH:24][C:15]=3[O:14][C@@H:7]([C:8]3[CH:9]=[CH:10][CH:11]=[CH:12][CH:13]=3)[CH2:6][N:1]3[CH:5]=[CH:4][N:3]=[CH:2]3)=[CH:36][CH:35]=2)[CH2:39][CH2:38]1. Yield: 87.4%. Reported procedure: Using the method in Example 172, 4-{[(2-{[(1S)-2-(1H-imidazol-1-yl)-1-phenylethyl]oxy}-5-oxo-5,6,7,8-tetrahydro-1-naphthalenyl)methyl]sulfanyl}benzoic acid (50 mg, 0.10 mmol, 0.20M in DMF) and cyclopropylamine (17 mg, 0.30 mmol, 0.6M in DMF) were combined to give 47 mg of the desired compound: Low resolution mass spectrum (LC-MS, APCI) m/z 538 [M+H]+. Starting materials: N1(C=NC=C1)C[C@H](C1=CC=CC=C1)OC1=C(C=2CCCC(C2C=C1)=O)CSC1=CC=C(C(=O)O)C=C1 (4-{[(2-{[(1S)-2-(1H-imidazol-1-yl)-1-phenylethyl]oxy}-5-oxo-5,6,7,8-tetrahydro-1-naphthalenyl)methyl]sulfanyl}benzoic acid), C1(CC1)N (cyclopropylamine). The product is C1(CC1)NC(C1=CC=C(C=C1)SCC1=C(C=CC=2C(CCCC12)=O)O[C@H](CN1C=NC=C1)C1=CC=CC=C1)=O (N-Cyclopropyl-4-{[(2-{[(1S)-2-(1H-imidazol-1-yl)-1-phenylethyl]oxy}-5-oxo-5,6,7,8-tetrahydro-1-naphthalenyl)methyl]sulfanyl}benzamide). Reactants: C(CCC)[Li] (butyllithium), CN(CCN(C)C)C (N,N,N',N'-tetramethylethylenediamine), COCN1C=NC=C1 (1-(methoxymethyl)imidazole), [Li] (lithium), C(CCC)Br (butyl bromide), FC(C=1C=C(C(=O)C2=CC=CC=C2)C=CC1)(F)F (3-(trifluoromethyl)benzophenone). Solvent: C(C)OCC (diethyl ether), O1CCCC1 (tetrahydrofuran), O1CCCC1 (tetrahydrofuran), O (water). Run at time 2 hour. Yields the product COCN1C(=NC=C1)C(O)(C1=CC(=CC=C1)C(F)(F)F)C1=CC=CC=C1 (1-(Methoxymethyl)-α-phenyl-α-(m-trifluoromethyl-phenyl)imidazole-2-methanol). RXN SMILES: C([Li])CCC.[Li].C(Br)CCC.[CH3:12][O:13][CH2:14][N:15]1[CH:19]=[CH:18][N:17]=[CH:16]1.CN(C)CCN(C)C.[F:28][C:29]([F:45])([F:44])[C:30]1[CH:31]=[C:32]([CH:41]=[CH:42][CH:43]=1)[C:33]([C:35]1[CH:40]=[CH:39][CH:38]=[CH:37][CH:36]=1)=[O:34]>O.O1CCCC1.C(OCC)C>[CH3:12][O:13][CH2:14][N:15]1[CH:19]=[CH:18][N:17]=[C:16]1[C:33]([C:35]1[CH:40]=[CH:39][CH:38]=[CH:37][CH:36]=1)([C:32]1[CH:41]=[CH:42][CH:43]=[C:30]([C:29]([F:44])([F:45])[F:28])[CH:31]=1)[OH:34] |^1:5|. Procedure: Under a nitrogen atmosphere and at a temperature between -60° and -65° C. a butyllithium solution, prepared from 2.04 g. (0.29 g. at) of lithium and 15.8 g. (0.116 mol) of butyl bromide in 130 ml. of anhydrous diethyl ether, was added drop-wise to a solution of 9.8 g. (0.088 mol) of 1-(methoxymethyl)imidazole and 10.2 g. (0.088 mol) of N,N,N',N'-tetramethylethylenediamine in 250 ml. of anhydrous tetrahydrofuran. After 2 hours stirring, a solution of 22 g. (0.088 mol) of 3-(trifluoromethyl)benzop... Starting materials: C1CCNC1, CC(=O)O, Cc1ccccc1, CCC1(CCC(C)=O)Cc2cc(OCC(=O)OC)c(Cl)c(Cl)c2C1=O. Reaction SMILES: [CH2:26]1[CH2:27][NH:28][CH2:29][CH2:30]1.[CH3:31][C:32](=[O:33])[OH:34].[CH3:35][c:36]1[cH:37][cH:38][cH:39][cH:40][cH:41]1.[Cl:1][c:2]1[c:3]([O:20][CH2:21][C:22](=[O:23])[O:24][CH3:25])[cH:4][c:5]2[c:9]([c:10]1[Cl:11])[C:8](=[O:12])[C:7]([CH2:13][CH2:14][C:15]([CH3:16])=[O:17])([CH2:18][CH3:19])[CH2:6]2>>[Cl:1][c:2]1[c:3]([O:20][CH2:21][C:22](=[O:23])[O:24][CH3:25])[cH:4][c:5]2[c:9]([c:10]1[Cl:11])[C:8]1=[CH:16][C:15](=[O:17])[CH2:14][CH2:13][C:7]1([CH2:18][CH3:19])[CH2:6]2. Product: CCC12CCC(=O)C=C1c1c(cc(OCC(=O)OC)c(Cl)c1Cl)C2. The reactants are CNc1nc(C)cc(OC)n1, CC#N, O=C=NS(=O)(=O)c1cc(Cl)ccc1Cl, C1CN2CCN1CC2. Yields the product COc1cc(C)nc(N(C)C(=O)NS(=O)(=O)c2cc(Cl)ccc2Cl)n1. Reaction SMILES: [CH3:1][NH:2][c:3]1[n:4][c:5]([CH3:11])[cH:6][c:7]([O:9][CH3:10])[n:8]1.[CH3:34][C:35]#[N:36].[Cl:20][c:21]1[c:22]([S:28](=[O:29])(=[O:30])[N:31]=[C:32]=[O:33])[cH:23][c:24]([Cl:27])[cH:25][cH:26]1.[N:12]12[CH2:13][CH2:14][N:15]([CH2:16][CH2:17]1)[CH2:18][CH2:19]2>>[CH3:1][N:2]([c:3]1[n:4][c:5]([CH3:11])[cH:6][c:7]([O:9][CH3:10])[n:8]1)[C:32]([NH:31][S:28]([c:22]1[c:21]([Cl:20])[cH:26][cH:25][c:24]([Cl:27])[cH:23]1)(=[O:29])=[O:30])=[O:33]. Reactants: CC(=O)N(CCCN=[N+]=[N-])c1ccc(-c2cc(=O)c3c(N)c(F)cc(F)c3o2)cc1F, CN(C)C=O, [Cl-], [H-], CCCCI, [NH4+], [Na+]. The product is CCCCNc1c(F)cc(F)c2oc(-c3ccc(N(CCCN=[N+]=[N-])C(C)=O)c(F)c3)cc(=O)c12. As a reaction SMILES: [C:1]([CH3:2])(=[O:3])[N:4]([CH2:5][CH2:6][CH2:7][N:8]=[N+:9]=[N-:10])[c:11]1[c:12]([F:31])[cH:13][c:14](-[c:17]2[o:18][c:19]3[c:20]([c:21](=[O:23])[cH:22]2)[c:24]([NH2:30])[c:25]([F:29])[cH:26][c:27]3[F:28])[cH:15][cH:16]1.[CH3:41][N:42]([CH3:43])[CH:44]=[O:45].[Cl-:39].[H-:37].[I:32][CH2:33][CH2:34][CH2:35][CH3:36].[NH4+:40].[Na+:38]>>[C:1]([CH3:2])(=[O:3])[N:4]([CH2:5][CH2:6][CH2:7][N:8]=[N+:9]=[N-:10])[c:11]1[c:12]([F:31])[cH:13][c:14](-[c:17]2[o:18][c:19]3[c:20]([c:21](=[O:23])[cH:22]2)[c:24]([NH:30][CH2:33][CH2:34][CH2:35][CH3:36])[c:25]([F:29])[cH:26][c:27]3[F:28])[cH:15][cH:16]1. Reactants: Cl.NCC(=O)NC(C1=CC=CC=C1)C1=CC=C(C=C1)Cl (rac-2-amino-N-[(4-chloro-phenyl)-phenyl-methyl]-acetamide hydrochloride), CC=1C=CC(=CC1)C(=O)O (p-toluic acid). The product is ClC1=CC=C(C=C1)C(C1=CC=CC=C1)NC(=O)CNC(C1=CC=C(C=C1)C)=O (rac-N-({[(4-Chloro-phenyl)-phenyl-methyl]-carbamoyl}-methyl)-4-methyl-benzamide). Procedure details: Prepared in analogy to example 1.12 from rac-2-amino-N-[(4-chloro-phenyl)-phenyl-methyl]-acetamide hydrochloride (Example 3.1) and p-toluic acid. As a reaction SMILES: Cl.[NH2:2][CH2:3][C:4]([NH:6][CH:7]([C:14]1[CH:19]=[CH:18][C:17]([Cl:20])=[CH:16][CH:15]=1)[C:8]1[CH:13]=[CH:12][CH:11]=[CH:10][CH:9]=1)=[O:5].[CH3:21][C:22]1[CH:23]=[CH:24][C:25]([C:28](O)=[O:29])=[CH:26][CH:27]=1>>[Cl:20][C:17]1[CH:18]=[CH:19][C:14]([CH:7]([NH:6][C:4]([CH2:3][NH:2][C:28](=[O:29])[C:25]2[CH:26]=[CH:27][C:22]([CH3:21])=[CH:23][CH:24]=2)=[O:5])[C:8]2[CH:13]=[CH:12][CH:11]=[CH:10][CH:9]=2)=[CH:15][CH:16]=1 |f:0.1|. Starting materials: O=C(n1ccnc1)n1ccnc1, C1CCOC1, CCOC(C)=O, CC(C)(C)OC(=O)N1CCC(NCc2ccccc2[N+](=O)[O-])CC1. The product is CC(C)(C)OC(=O)N1CCC(N2Cc3ccccc3NC2=O)CC1. As a reaction SMILES: [C:25](=[O:26])([n:27]1[cH:28][cH:29][n:30][cH:31]1)[n:32]1[cH:33][cH:34][n:35][cH:36]1.[CH2:43]1[O:44][CH2:45][CH2:46][CH2:47]1.[CH3:37][CH2:38][O:39][C:40]([CH3:41])=[O:42].[N+:1]([O-:2])(=[O:3])[c:4]1[c:5]([CH2:6][NH:7][CH:8]2[CH2:9][CH2:10][N:11]([C:14](=[O:15])[O:16][C:17]([CH3:18])([CH3:19])[CH3:20])[CH2:12][CH2:13]2)[cH:21][cH:22][cH:23][cH:24]1>>[NH:1]1[c:4]2[c:5]([cH:21][cH:22][cH:23][cH:24]2)[CH2:6][N:7]([CH:8]2[CH2:9][CH2:10][N:11]([C:14](=[O:15])[O:16][C:17]([CH3:18])([CH3:19])[CH3:20])[CH2:12][CH2:13]2)[C:25]1=[O:26]. Starting materials: CC(C)(C)OC(=O)N1CCN(C#N)CC1, CCCCCC, CCO, NO. Yields the product CC(C)(C)OC(=O)N1CCN(C(=N)NO)CC1. As a reaction SMILES: [C:1](#[N:2])[N:3]1[CH2:4][CH2:5][N:6]([C:9](=[O:10])[O:11][C:12]([CH3:13])([CH3:14])[CH3:15])[CH2:7][CH2:8]1.[CH3:18][CH2:19][CH2:20][CH2:21][CH2:22][CH3:23].[CH3:24][CH2:25][OH:26].[NH2:16][OH:17]>>[C:1](=[NH:2])([N:3]1[CH2:4][CH2:5][N:6]([C:9](=[O:10])[O:11][C:12]([CH3:13])([CH3:14])[CH3:15])[CH2:7][CH2:8]1)[NH:16][OH:17].